The task is: describe an organic reaction: reactants, conditions, products, and yield. This data is from the Open Reaction Database (ORD), a public repository of structured organic reaction records. Starting materials: NC1=CC(CCC1)=O (3-Aminocyclohexenone), Cl.CN(CCC(=O)C1=CC=CC=C1)C (3-dimethylaminopropiophenone hydrochloride), C([O-])([O-])=O.[Na+].[Na+] (sodium carbonate). The solvent is C(C)(=O)O (acetic acid). Yields the product C1(=CC=CC=C1)C1=NC=2CCCC(C2C=C1)=O (2-phenyl-7,8-dihydroquinolin-5(6H)-one). Yield: 26.4%. RXN SMILES: [NH2:1][C:2]1[CH2:7][CH2:6][CH2:5][C:4](=[O:8])[CH:3]=1.Cl.CN(C)[CH2:12][CH2:13][C:14]([C:16]1[CH:21]=[CH:20][CH:19]=[CH:18][CH:17]=1)=O.C(=O)([O-])[O-].[Na+].[Na+]>C(O)(=O)C>[C:16]1([C:14]2[CH:13]=[CH:12][C:3]3[C:4](=[O:8])[CH2:5][CH2:6][CH2:7][C:2]=3[N:1]=2)[CH:21]=[CH:20][CH:19]=[CH:18][CH:17]=1 |f:1.2,3.4.5|. Procedure details: 3-Aminocyclohexenone (5.55 g, 50 mmol) and 3-dimethylaminopropiophenone hydrochloride (10.65 g, 50 mmol) were suspended in glacial acetic acid (15 mL) and heated at reflux for 1 h. The mixture was cooled to room temperature and cautiously poured into 20% aqueous sodium carbonate. After gas evolution ceased the residue was extracted with chloroform, dried over anhydrous sodium carbonate, filtered and evaporated. Purification by chromatography on silica gel using 1:1 chloroform/dichloromethane as ... The reactants are C1=CC=CC=2C3=CC=CC=C3C(C12)COC(=O)N[C@H](C(=O)OC(C)(C)C)CSC[C@@H](CO)O ((R)-tert-butyl 2-(((9H-fluoren-9-yl)methoxy)carbonylamino)-3-((R)-2,3-dihydroxypropylthio)propanoate), C(CCCCCCCCC)(=O)Cl (decanoyl chloride), C(CCCCCCCCCCC)(=O)OC[C@H](CSC[C@@H](C(=O)OC(C)(C)C)NC(=O)OCC1C2=CC=CC=C2C=2C=CC=CC12)OC(CCCCCCCCCCC)=O ((R)-3-((R)-2-(((9H-fluoren-9-yl)methoxy)carbonylamino)-3-tert-butoxy-3-oxopropylthio)propane-1,2-diyl didodecanoate). The product is C(CCCCCCCCC)(=O)OC[C@H](CSC[C@@H](C(=O)OC(C)(C)C)NC(=O)OCC1C2=CC=CC=C2C=2C=CC=CC12)OC(CCCCCCCCC)=O ((R)-3-((R)-2-(((9H-fluoren-9-yl)methoxy)carbonylamino)-3-tert-butoxy-3-oxopropylthio)propane-1,2-diyl bis(decanoate)). RXN SMILES: C1C2C(COC(N[C@@H](CSC[C@H](O)CO)C(OC(C)(C)C)=O)=O)C3C(=CC=CC=3)C=2C=CC=1.C(Cl)(=O)CCCCCCCCC.[C:46]([O:59][CH2:60][C@@H:61]([O:91][C:92](=[O:104])[CH2:93][CH2:94][CH2:95][CH2:96][CH2:97][CH2:98][CH2:99][CH2:100][CH2:101]CC)[CH2:62][S:63][CH2:64][C@H:65]([NH:73][C:74]([O:76][CH2:77][CH:78]1[C:90]2[CH:89]=[CH:88][CH:87]=[CH:86][C:85]=2[C:84]2[C:79]1=[CH:80][CH:81]=[CH:82][CH:83]=2)=[O:75])[C:66]([O:68][C:69]([CH3:72])([CH3:71])[CH3:70])=[O:67])(=[O:58])[CH2:47][CH2:48][CH2:49][CH2:50][CH2:51][CH2:52][CH2:53][CH2:54][CH2:55]CC>>[C:46]([O:59][CH2:60][C@@H:61]([O:91][C:92](=[O:104])[CH2:93][CH2:94][CH2:95][CH2:96][CH2:97][CH2:98][CH2:99][CH2:100][CH3:101])[CH2:62][S:63][CH2:64][C@H:65]([NH:73][C:74]([O:76][CH2:77][CH:78]1[C:79]2[CH:80]=[CH:81][CH:82]=[CH:83][C:84]=2[C:85]2[C:90]1=[CH:89][CH:88]=[CH:87][CH:86]=2)=[O:75])[C:66]([O:68][C:69]([CH3:70])([CH3:72])[CH3:71])=[O:67])(=[O:58])[CH2:47][CH2:48][CH2:49][CH2:50][CH2:51][CH2:52][CH2:53][CH2:54][CH3:55]. Reported procedure: The product was prepared from (R)-tert-butyl 2-(((9H-fluoren-9-yl)methoxy)carbonylamino)-3-((R)-2,3-dihydroxypropylthio)propanoate (10, 1 eq) and decanoyl chloride (3.7 eq) by following the procedure described for compound 11.